From a dataset of the Open Reaction Database (ORD), a public repository of structured organic reaction records. describe an organic reaction: reactants, conditions, products, and yield The reactants are Cc1cc2ccccc2[nH]1, [Cu]I, COc1ccc(I)cc1, NC1CCCCC1N, C1COCCO1. Yields the product COc1ccc(-n2c(C)cc3ccccc32)cc1. As a reaction SMILES: [CH3:1][c:2]1[nH:3][c:4]2[cH:5][cH:6][cH:7][cH:8][c:9]2[cH:10]1.[Cu:34][I:35].[I:11][c:12]1[cH:13][cH:14][c:15]([O:18][CH3:19])[cH:16][cH:17]1.[NH2:20][CH:21]1[CH2:22][CH2:23][CH2:24][CH2:25][CH:26]1[NH2:27].[O:28]1[CH2:29][CH2:30][O:31][CH2:32][CH2:33]1>>[CH3:1][c:2]1[n:3](-[c:12]2[cH:13][cH:14][c:15]([O:18][CH3:19])[cH:16][cH:17]2)[c:4]2[cH:5][cH:6][cH:7][cH:8][c:9]2[cH:10]1.